From a dataset of the Open Reaction Database (ORD), a public repository of structured organic reaction records. describe an organic reaction: reactants, conditions, products, and yield Reactants: COC1N(CCNC1)C(=O)OCC1=CC=C(C=C1)[N+](=O)[O-] (5-methoxy-4-p-nitrobenzyloxycarbonyl-1,2,3,6-tetrahydropyrazine), [Cl-].[NH4+] (ammonium chloride). Run in C(C)O (ethanol). The product is N=C1NCCN(C1)C(=O)OCC1=CC=C(C=C1)[N+](=O)[O-] (2-Imino-4-p-nitrobenzyloxycarbonyl piperazine). As a reaction SMILES: CO[CH:3]1[CH2:8][NH:7][CH2:6][CH2:5][N:4]1[C:9]([O:11][CH2:12][C:13]1[CH:18]=[CH:17][C:16]([N+:19]([O-:21])=[O:20])=[CH:15][CH:14]=1)=[O:10].[Cl-].[NH4+:23]>C(O)C>[NH:23]=[C:6]1[CH2:5][N:4]([C:9]([O:11][CH2:12][C:13]2[CH:18]=[CH:17][C:16]([N+:19]([O-:21])=[O:20])=[CH:15][CH:14]=2)=[O:10])[CH2:3][CH2:8][NH:7]1 |f:1.2|. Procedure details: The mixture of 5-methoxy-4-p-nitrobenzyloxycarbonyl-1,2,3,6-tetrahydropyrazine (5.7 g) and ammonium chloride (1.6 g) in dry ethanol (100 mL) was heated to reflux for 4 hours. The reaction mixture was then concentrated under reduced pressure. Dichloromethane (100 mL) was added to the residue and extracted with water (3×50 mL) then the combined aqueous layer was washed with dichloromethane. The aqueous layer was neutralized with 10% potassium carbonate aqueous solution and then extracted with dich... The reactants are FC1=C2C(=CNC2=CC(=C1)F)SCC(=O)OC (Methyl 2-((4,6-difluoro-1H-indol-3-yl)thio)acetate). The solvent is O1CCCC1 (tetrahydrofuran), [Li+].[OH-] (LiOH), C(C)OCC (diethylether). Conditions: time 30 minute. Product: FC1=C2C(=CNC2=CC(=C1)F)SCC(=O)O (2-((4,6-difluoro-1H-indol-3-yl)thio)acetic acid). The yield is 96.9%. RXN SMILES: [F:1][C:2]1[CH:10]=[C:9]([F:11])[CH:8]=[C:7]2[C:3]=1[C:4]([S:12][CH2:13][C:14]([O:16]C)=[O:15])=[CH:5][NH:6]2>O1CCCC1.[Li+].[OH-].C(OCC)C>[F:1][C:2]1[CH:10]=[C:9]([F:11])[CH:8]=[C:7]2[C:3]=1[C:4]([S:12][CH2:13][C:14]([OH:16])=[O:15])=[CH:5][NH:6]2 |f:2.3|. Reported procedure: Methyl 2-((4,6-difluoro-1H-indol-3-yl)thio)acetate (253 mg, 0.98 mmol) from Step A was dissolved in a mixture of tetrahydrofuran (8 mL) and 2.0 M aqueous LiOH (2 mL), then stirred vigorously at ambient temperature for 30 minutes. Tetrahydrofuran was removed in vacuo, the aqueous layer neutralized with 1.2 N HCl and extracted with CH2Cl2. The organic layer was dried over magnesium sulfate and removed in vacuo to produce an oily residue. After diluting the residue with diethylether and removing th... The reactants are [BH4-], Cc1ccc(C(=O)Cl)cc1[N+](=O)[O-], [Na+], C1COCCO1, O. The product is Cc1ccc(CO)cc1[N+](=O)[O-]. As a reaction SMILES: [BH4-:15].[CH3:1][c:2]1[c:3]([N+:11](=[O:12])[O-:13])[cH:4][c:5]([C:6](=[O:7])[Cl:8])[cH:9][cH:10]1.[Na+:16].[O:17]1[CH2:18][CH2:19][O:20][CH2:21][CH2:22]1.[OH2:14]>>[CH3:1][c:2]1[c:3]([N+:11](=[O:12])[O-:13])[cH:4][c:5]([CH2:6][OH:7])[cH:9][cH:10]1. Reactants: N1(C=NC=C1)CC1=C(N=C2N1C=C(C=C2)C)C2=CC=C(C=C2)C (3-((1H-imidazol-1-yl)methyl)-6-methyl-2-p-tolylimidazo[1,2-a]pyridine), Cl.ClCC1=C(N=C2N1C=CC=C2)C2=CC=C(C=C2)Cl (3-(chloromethyl)-2-(4-chlorophenyl)imidazo[1,2-a]pyridine hydrochloride), N1N=CN=C1 (1H-1,2,4-triazole). The product is N1(N=CN=C1)CC1=C(N=C2N1N=CC=C2)C2=CC=C(C=C2)Cl (3-((1H-1,2,4-triazol-1-yl)methyl)-2-(4-chlorophenyl)imidazo[1,2-b]pyridazine). Reaction SMILES: [N:1]1(CC2N3C=C(C)C=CC3=NC=2C2C=CC(C)=CC=2)C=CN=C1.Cl.Cl[CH2:26][C:27]1[N:31]2C=[CH:33][CH:34]=[CH:35][C:30]2=[N:29][C:28]=1[C:36]1[CH:41]=[CH:40][C:39]([Cl:42])=[CH:38][CH:37]=1.[NH:43]1[CH:47]=[N:46][CH:45]=[N:44]1>>[N:43]1([CH2:26][C:27]2[N:31]3[N:1]=[CH:33][CH:34]=[CH:35][C:30]3=[N:29][C:28]=2[C:36]2[CH:37]=[CH:38][C:39]([Cl:42])=[CH:40][CH:41]=2)[CH:47]=[N:46][CH:45]=[N:44]1 |f:1.2|. Reported procedure: The title compound was prepared according to Method A and the experimentals described for compound 1 from 3-(chloromethyl)-2-(4-chlorophenyl)imidazo[1,2-a]pyridine hydrochloride and 1H-1,2,4-triazole. 1H-NMR (CDCl3, 400 MHz, δ) 8.74 (s, 1H) 8.07 (d, J=8.5 Hz, 2H), 8.07 (d, J=8.5 Hz, 2H), 8.01 (dd, J=1.3, 9.2 Hz, 1H), 7.95 (s, 1H), 7.51 (m, 2H), 7.17 (dd, J=4.5, 9.2 Hz, 1H), 5.85 (s, 2H) ppm; [M+H]+ 311